This data is from the Open Reaction Database (ORD), a public repository of structured organic reaction records. The task is: describe an organic reaction: reactants, conditions, products, and yield Reactants: [Br-], CCOc1cc(NC(=O)OC(C)C)cc(OC(F)F)c1OCC, CCCC[N+](CCCC)(CCCC)CCCC, CI, [K+], C1CCOC1, [OH-]. Product: CCOc1cc(N(C)C(=O)OC(C)C)cc(OC(F)F)c1OCC. As a reaction SMILES: [Br-:33].[CH2:1]([CH3:2])[O:3][c:4]1[cH:5][c:6]([NH:17][C:18]([O:19][CH:20]([CH3:21])[CH3:22])=[O:23])[cH:7][c:8]([O:13][CH:14]([F:15])[F:16])[c:9]1[O:10][CH2:11][CH3:12].[CH2:34]([N+:35]([CH2:36][CH2:37][CH2:38][CH3:39])([CH2:40][CH2:41][CH2:42][CH3:43])[CH2:44][CH2:45][CH2:46][CH3:47])[CH2:48][CH2:49][CH3:50].[I:24][CH3:25].[K+:27].[O:28]1[CH2:29][CH2:30][CH2:31][CH2:32]1.[OH-:26]>>[CH2:1]([CH3:2])[O:3][c:4]1[cH:5][c:6]([N:17]([C:18]([O:19][CH:20]([CH3:21])[CH3:22])=[O:23])[CH3:25])[cH:7][c:8]([O:13][CH:14]([F:15])[F:16])[c:9]1[O:10][CH2:11][CH3:12].